From a dataset of the Open Reaction Database (ORD), a public repository of structured organic reaction records. describe an organic reaction: reactants, conditions, products, and yield Starting materials: [BH4-], CO, [Na+], O=C(CCC1CCNCC1)c1cc(-c2ccccc2)nc2ccccc12. Yields the product OC(CCC1CCNCC1)c1cc(-c2ccccc2)nc2ccccc12. RXN SMILES: [BH4-:27].[CH3:29][OH:30].[Na+:28].[c:1]1(-[c:7]2[n:8][c:9]3[cH:10][cH:11][cH:12][cH:13][c:14]3[c:15]([C:17]([CH2:18][CH2:19][CH:20]3[CH2:21][CH2:22][NH:23][CH2:24][CH2:25]3)=[O:26])[cH:16]2)[cH:2][cH:3][cH:4][cH:5][cH:6]1>>[c:1]1(-[c:7]2[n:8][c:9]3[cH:10][cH:11][cH:12][cH:13][c:14]3[c:15]([CH:17]([CH2:18][CH2:19][CH:20]3[CH2:21][CH2:22][NH:23][CH2:24][CH2:25]3)[OH:26])[cH:16]2)[cH:2][cH:3][cH:4][cH:5][cH:6]1. Starting materials: Cc1c(F)c([N+](=O)[O-])c(Cl)c(F)c1N1CCN(C)CC1, CN(C)C=O, NC1CC1, [F-], [K+]. Yields the product Cc1c(NC2CC2)c([N+](=O)[O-])c(Cl)c(F)c1N1CCN(C)CC1. As a reaction SMILES: [CH3:1][N:2]1[CH2:3][CH2:4][N:5]([c:8]2[c:9]([CH3:20])[c:10]([F:19])[c:11]([N+:16](=[O:17])[O-:18])[c:12]([Cl:15])[c:13]2[F:14])[CH2:6][CH2:7]1.[CH3:27][N:28]([CH3:29])[CH:30]=[O:31].[CH:23]1([NH2:26])[CH2:24][CH2:25]1.[F-:21].[K+:22]>>[CH3:1][N:2]1[CH2:3][CH2:4][N:5]([c:8]2[c:9]([CH3:20])[c:10]([NH:26][CH:23]3[CH2:24][CH2:25]3)[c:11]([N+:16](=[O:17])[O-:18])[c:12]([Cl:15])[c:13]2[F:14])[CH2:6][CH2:7]1. Run at temperature 0 celsius, time 10 minute. The product is [N+](=O)([O-])C1=CC=C(OC2CCC(CC2)C(=O)OCC)C=C1 (ethyl 4-(4-nitrophenoxy)cyclohexanecarboxylate). Reaction SMILES: [OH:1][CH:2]1[CH2:7][CH2:6][CH:5]([C:8]([O:10][CH2:11][CH3:12])=[O:9])[CH2:4][CH2:3]1.[H-].[Na+].F[C:16]1[CH:21]=[CH:20][C:19]([N+:22]([O-:24])=[O:23])=[CH:18][CH:17]=1.CCCC(C)C>CN(C=O)C.CCOC(C)=O.O>[N+:22]([C:19]1[CH:20]=[CH:21][C:16]([O:1][CH:2]2[CH2:3][CH2:4][CH:5]([C:8]([O:10][CH2:11][CH3:12])=[O:9])[CH2:6][CH2:7]2)=[CH:17][CH:18]=1)([O-:24])=[O:23] |f:1.2|. Procedure details: A solution of ethyl 4-hydroxycyclohexanecarboxylate (2.0 g, 11.6 mmol) in DMF (3 ml) was added in one portion to a stirred suspension of sodium hydride (60% dispersion in mineral oil, 490 mg, 12.2 mmol) in DMF (15 mL) at 0° C. under an argon atmosphere. The mixture was stirred at 0° C. for 10 minutes and then warmed to room temperature and stirred for 20 minutes and then a solution of 1-fluoro-4-nitrobenzene (1.24 mL, 11.6 mmol) in DMF (2 mL) was added in one portion. The reaction mixture was st... The reactants are FC1=CC=C(C=C1)[N+](=O)[O-] (1-fluoro-4-nitrobenzene), OC1CCC(CC1)C(=O)OCC (ethyl 4-hydroxycyclohexanecarboxylate), [H-].[Na+] (sodium hydride), CCCC(C)C (isohexane). Run in CN(C)C=O (DMF), CCOC(=O)C (EtOAc), CN(C)C=O (DMF), CN(C)C=O (DMF), O (water), CCOC(=O)C (EtOAc). Starting materials: ClC=1N=CC2=C(N1)NC=C2 (2-chloro-7H-pyrrolo[2,3-d]pyrimidine), BrC1=CC=C(C=C1)CS(=O)(=O)CC1=CC=C(C=C1)Br (4-bromophenylmethylsulfone), [O-]P(=O)([O-])[O-].[K+].[K+].[K+] (K3PO4), N[C@H]1[C@@H](CCCC1)N (trans-1,2-diaminocyclohexane). Reagents/catalysts: [Cu]I (CuI). The solvent is O1CCOCC1 (1,4-dioxane). Conditions: temperature 110 celsius. The product is ClC=1N=CC2=C(N1)N(C=C2)C2=CC=C(C=C2)S(=O)(=O)C (2-Chloro-7-(4-methanesulfonyl-phenyl)-7H-pyrrolo[2,3-d]pyrimidine). RXN SMILES: [Cl:1][C:2]1[N:3]=[CH:4][C:5]2[CH:10]=[CH:9][NH:8][C:6]=2[N:7]=1.BrC1C=CC([CH2:18][S:19](CC2C=CC(Br)=CC=2)(=[O:21])=[O:20])=CC=1.[O-]P([O-])([O-])=O.[K+].[K+].[K+].N[C@@H:39]1[CH2:44][CH2:43][CH2:42][CH2:41][C@H:40]1N>O1CCOCC1.[Cu]I>[Cl:1][C:2]1[N:3]=[CH:4][C:5]2[CH:10]=[CH:9][N:8]([C:43]3[CH:42]=[CH:41][C:40]([S:19]([CH3:18])(=[O:21])=[O:20])=[CH:39][CH:44]=3)[C:6]=2[N:7]=1 |f:2.3.4.5|. Procedure details: In a seal tube, 2-chloro-7H-pyrrolo[2,3-d]pyrimidine (600 mg, 3.56 mmol), 4-bromophenylmethylsulfone (700 mg, 4.10 mmol), CuI (239 mg, 1.23 mmol), and K3PO4 (2.67 g, 12.3 mmol) are suspended in 1,4-dioxane (30 mL). Then, trans-1,2-diaminocyclohexane (149 μL, 1.23 mmol) is added at rt. The reaction vial is flushed with Ar and the mixture is heated to 110° C. for 3 h. After cooling to rt, the reaction mixture is concentrated under reduce pressure. The residue is suspended in EtOAc and washed with ... Reactants: COC=1C=CC=2C(N3C(N(C2C1)C1=CC=CC=C1)CCC3)=O (6-methoxy-4-phenyl-2,3,3a,4-tetrahydropyrrolo[2,1-b]quinazolin-9(1H)-one), BrCCCCC1N(C2=CC(=CC=C2C(N1)=O)OC)C1=CC=CC=C1 (2-(4-bromobutyl)-7-methoxy-1-phenyl-2,3-dihydroquinazolin-4(1H)-one), material, BrCCCCCC(=O)Cl (6-bromohexanoyl chloride), intermediate, C([O-])([O-])=O.[Cs+].[Cs+] (cesium carbonate). The solvent is CN(C)C=O (DMF). Conditions: time 72 hour. Product: COC1=CC=C2C(N3C(N(C2=C1)C1=CC=CC=C1)CCCCC3)=O (3-methoxy-5-phenyl-5a,6,7,8,9,10-hexahydroazepino[2,1-b]quinazolin-12(5H)-one). As a reaction SMILES: [CH3:1][O:2][C:3]1[CH:4]=[CH:5][C:6]2[C:7](=[O:22])[N:8]3[CH2:21][CH2:20][CH2:19][CH:9]3[N:10]([C:13]3[CH:18]=[CH:17][CH:16]=[CH:15][CH:14]=3)[C:11]=2[CH:12]=1.Br[CH2:24][CH2:25]CCCC(Cl)=O.BrCCCCC1NC(=O)C2C(=CC(OC)=CC=2)N1C1C=CC=CC=1.C(=O)([O-])[O-].[Cs+].[Cs+]>CN(C=O)C>[CH3:1][O:2][C:3]1[CH:12]=[C:11]2[C:6]([C:7](=[O:22])[N:8]3[CH2:21][CH2:25][CH2:24][CH2:20][CH2:19][CH:9]3[N:10]2[C:13]2[CH:18]=[CH:17][CH:16]=[CH:15][CH:14]=2)=[CH:5][CH:4]=1 |f:3.4.5|. Procedure details: Following the procedure for 6-methoxy-4-phenyl-2,3,3a,4-tetrahydropyrrolo[2,1-b]quinazolin-9(1H)-one, using 6-bromohexanoyl chloride in place of 4-bromobutyryl chloride, 410 mg of an intermediate presumed to be 2-(4-bromobutyl)-7-methoxy-1-phenyl-2,3-dihydroquinazolin-4(1H)-one. 200 mg of this material was dissolved in 2 mL DMF and treated with cesium carbonate (450 mg). The reaction was stirred at room temp for 72 h, then partitioned between EtOAc and water. The organic solution was dried (Na2S...